Task: describe an organic reaction: reactants, conditions, products, and yield. Dataset: the Open Reaction Database (ORD), a public repository of structured organic reaction records The reactants are BrC=1C=C2C(=C(C=NC2=CC1)C(=O)C1CC1)Cl ((6-bromo-4-chloroquinolin-3-yl)(cyclopropyl)methanone), F[C@H]1CN(CC1)C1CCC(CC1)N ((R)-4-(3-fluoropyrrolidin-1-yl)cyclohexanamine). The product is BrC=1C=C2C(=C(C=NC2=CC1)C(=O)C1CC1)NC1CCC(CC1)N1C[C@@H](CC1)F ((R)-(6-bromo-4-(4-(3-fluoropyrrolidin-1-yl)cyclohexylamino)quinolin-3-yl)(cyclopropyl)methanone). Isolated yield 74.9%. As a reaction SMILES: [Br:1][C:2]1[CH:3]=[C:4]2[C:9](=[CH:10][CH:11]=1)[N:8]=[CH:7][C:6]([C:12]([CH:14]1[CH2:16][CH2:15]1)=[O:13])=[C:5]2Cl.[F:18][C@@H:19]1[CH2:23][CH2:22][N:21]([CH:24]2[CH2:29][CH2:28][CH:27]([NH2:30])[CH2:26][CH2:25]2)[CH2:20]1>>[Br:1][C:2]1[CH:3]=[C:4]2[C:9](=[CH:10][CH:11]=1)[N:8]=[CH:7][C:6]([C:12]([CH:14]1[CH2:16][CH2:15]1)=[O:13])=[C:5]2[NH:30][CH:27]1[CH2:26][CH2:25][CH:24]([N:21]2[CH2:22][CH2:23][C@@H:19]([F:18])[CH2:20]2)[CH2:29][CH2:28]1. Procedure details: Following General procedure C, (6-bromo-4-chloroquinolin-3-yl)(cyclopropyl)methanone (278 mg, 0.89 mmol) was reacted with (R)-4-(3-fluoropyrrolidin-1-yl)cyclohexanamine (200 mg, 1.1 mmol) to afford the desired product (307 mg, 75%) as a yellow solid: ESI MS m/z 460 [C23H27BrFN3O+H]+.